From a dataset of the Open Reaction Database (ORD), a public repository of structured organic reaction records. describe an organic reaction: reactants, conditions, products, and yield Starting materials: [H-].[Na+] (sodium hydride), Cl (hydrochloric acid), C1(CCCCCCCCCCC1)=O (cyclododecanone), C(CCC(=O)OC(C)(C)C)(=O)OC(C)(C)C (di-tert-butyl succinate). The solvent is O (water). Product: C1(=CCCCCCCCCCC1)C(CC(=O)O)C(=O)OC(C)(C)C (β-cyclododecenyl-β-tert-butoxycarbonyl propionic acid). The yield is 100.0%. RXN SMILES: [H-].[Na+].[C:3]1(=O)[CH2:14][CH2:13][CH2:12][CH2:11][CH2:10][CH2:9][CH2:8][CH2:7][CH2:6][CH2:5][CH2:4]1.[C:16]([O:27]C(C)(C)C)(=[O:26])[CH2:17][CH2:18][C:19]([O:21][C:22]([CH3:25])([CH3:24])[CH3:23])=[O:20].Cl>O>[C:3]1([CH:18]([C:19]([O:21][C:22]([CH3:25])([CH3:24])[CH3:23])=[O:20])[CH2:17][C:16]([OH:27])=[O:26])[CH2:14][CH2:13][CH2:12][CH2:11][CH2:10][CH2:9][CH2:8][CH2:7][CH2:6][CH2:5][CH:4]=1 |f:0.1|. Procedure: 20.06 Grams (0.418 mole) of 50% sodium hydride dispersion was introduced into a 1 liter four-necked flask equipped with a thermometer, a tap funnel, a reflux cooler and a stirrer and washed with benzene. Then 500 ml of pure tetrahydrofuran and 20 ml of t-BuOH were added thereto and the mixture was refluxed for 30 mins. During the reflux, there was dropwise added 150 ml of pure tetrahydrofuran containing dissolved therein 61.87 g (0.340 mol) of cyclododecanone and 86.0 g (0.374 mol) of di-tert-bu... Starting materials: C1(=CC=CC=C1)C1C2=C(CC3CNCC13)C=CC=C2 ((3aRS,4SR,9aSR)-3a,4,9,9a-tetrahydro-4-phenyl-benz[f]isoindoline), COC(C=C)=O (acrylic acid methyl ester), solution, [OH-].C(C1=CC=CC=C1)[N+](C)(C)C (benzyl trimethyl ammonium hydroxide). Solvent: CO (methanol). Conditions: time 4 hour. The product is COC(CCN1CC2C(C3=C(CC2C1)C=CC=C3)C3=CC=CC=C3)=O ((3aRS,4SR,9aSR)-3a,4,9,9a-tetrahydro-4-phenyl-benz[f]isoindoline-2-propionic acid methyl ester). Reaction SMILES: [C:1]1([CH:7]2[CH:15]3[CH:11]([CH2:12][NH:13][CH2:14]3)[CH2:10][C:9]3[CH:16]=[CH:17][CH:18]=[CH:19][C:8]2=3)[CH:6]=[CH:5][CH:4]=[CH:3][CH:2]=1.[CH3:20][O:21][C:22](=[O:25])[CH:23]=[CH2:24].[OH-].C([N+](C)(C)C)C1C=CC=CC=1>CO>[CH3:20][O:21][C:22](=[O:25])[CH2:23][CH2:24][N:13]1[CH2:12][CH:11]2[CH:15]([CH:7]([C:1]3[CH:2]=[CH:3][CH:4]=[CH:5][CH:6]=3)[C:8]3[CH:19]=[CH:18][CH:17]=[CH:16][C:9]=3[CH2:10]2)[CH2:14]1 |f:2.3|. Procedure details: A mixture of 15 g of (3aRS,4SR,9aSR)-3a,4,9,9a-tetrahydro-4-phenyl-benz[f]isoindoline, 5.9 g of acrylic acid methyl ester and 1 cc of a 40% solution of benzyl trimethyl ammonium hydroxide in methanol is stirred at 50° for 4 hours and is then concentrated by evaporation. The evaporation residue is reduced to a slime with silica gel in benzene/ethyl acetate (9:1) and filtration is effected. Upon concentrating the filtrate by evaporation, the title compound, having a M.P. of 75°-76° (after crystall... Reactants: [Cl-] (chloride), P1CCCCCCCC1 (phosphonane), C1(=CC=C(C=C1)C=O)C=CC1=CC=CC=C1 (4-stilbenecarbaldehyde), P1CCCCCCCC1 (phosphonane), P(OC)(OC)OC (trimethyl phosphite). Product: C1(=CC=CC=C1)C=CC1=CC=CC=C1 (stilbene). Isolated yield 73.0%. Reaction SMILES: [Cl-].P1CCCCCCCC1.P(OC)(OC)OC.[C:18]1([CH:26]=[CH:27][C:28]2[CH:33]=[CH:32][CH:31]=[CH:30][CH:29]=2)[CH:23]=[CH:22][C:21](C=O)=[CH:20][CH:19]=1>>[C:18]1([CH:26]=[CH:27][C:28]2[CH:29]=[CH:30][CH:31]=[CH:32][CH:33]=2)[CH:23]=[CH:22][CH:21]=[CH:20][CH:19]=1. Reported procedure: To improve the performance it was decided to synthesise distyrylbenzene (8). (Scheme 2) which should give emission at a longer wavelength, be a solid and have the required lack of symmetry and the necessary polymer compatibility. The first step in the synthesis of (8) was the reduction of (5) with lithium aluminium hydride under standard conditions to give the alcohol (9) in 82% yield. The alcohol (9), dissolved in 1,4-dioxane, was treated with concentrated hydrochloric acid to yield (10) in 89%... The reactants are OCCC1CCNCC1 (4-(2′-hydroxyethyl)piperidine), ClC1=NC=CC(=C1)C1=CC(=C(C=C1)SC1=C(C=CC=C1)OC)C(F)(F)F (2-chloro-4-(4-(2-methoxy-phenylsulfanyl)-3-trifluoromethyl-phenyl)-pyridine), OC1CNCC1 (3-hydroxypyrrolidine). Yields the product title compound, COC1=C(C=CC=C1)SC1=C(C=C(C=C1)C1=CC(=NC=C1)N1CCC(CC1)CCO)C(F)(F)F (2-(4′-(4-(2-Methoxy-phenylsulfanyl)-3-trifluoromethyl-phenyl)-3,4,5,6-tetrahydro-2H-(1,2′)bipyridinyl-4-yl)-ethanol). RXN SMILES: Cl[C:2]1[CH:7]=[C:6]([C:8]2[CH:13]=[CH:12][C:11]([S:14][C:15]3[CH:20]=[CH:19][CH:18]=[CH:17][C:16]=3[O:21][CH3:22])=[C:10]([C:23]([F:26])([F:25])[F:24])[CH:9]=2)[CH:5]=[CH:4][N:3]=1.OC1CCNC1.[OH:33][CH2:34][CH2:35][CH:36]1[CH2:41][CH2:40][NH:39][CH2:38][CH2:37]1>>[CH3:22][O:21][C:16]1[CH:17]=[CH:18][CH:19]=[CH:20][C:15]=1[S:14][C:11]1[CH:12]=[CH:13][C:8]([C:6]2[CH:5]=[CH:4][N:3]=[C:2]([N:39]3[CH2:40][CH2:41][CH:36]([CH2:35][CH2:34][OH:33])[CH2:37][CH2:38]3)[CH:7]=2)=[CH:9][C:10]=1[C:23]([F:26])([F:25])[F:24]. Reported procedure: The title compound was prepared according to the procedures of Example 38E, substituting compound 76 with compound 96 (0.039 g, 0.0985 mmol) and 3-hydroxypyrrolidine with 4-(2′-hydroxyethyl)piperidine. A yellow solid 108 was obtained (0.0308 g, 64%). 1H-NMR (CDCl3, 400 MHz) δ 1.34-1.43 (m, 2H), 1.58 (q, J=6.6 Hz, 2H), 1.84-1.93 (m, 1H), 1.96-2.02 (m, 2H), 3.21-3.29 (m, 2H), 3.74 (t, J=6.2 Hz, 2H), 3.83 (s, 3H), 4.33-4.39 (m, 2H), 6.91 (d, J=6.6 Hz, 1H), 6.96 (s, 1H), 7.00-7.07 (m, 3H), 7.45-7.52... Starting materials: C1CCOC1, CC#N, CCOC(=O)C1CCCC1, [H-], [Na+]. Product: N#CCC(=O)C1CCCC1. As a reaction SMILES: [CH2:16]1[O:17][CH2:18][CH2:19][CH2:20]1.[CH3:11][C:12]#[N:13].[CH:1]1([C:6]([O:8][CH2:7][CH3:9])=[O:10])[CH2:2][CH2:3][CH2:4][CH2:5]1.[H-:15].[Na+:14]>>[CH:1]1([C:6](=[O:8])[CH2:11][C:12]#[N:13])[CH2:2][CH2:3][CH2:4][CH2:5]1. The reactants are Cc1nc(-c2ccccc2)c[nH]1, Clc1ccc(CBr)cc1, Cl, [H-], [Na+], CN(C)C=O. Product: Cc1nc(-c2ccccc2)cn1Cc1ccc(Cl)cc1. Reaction SMILES: [CH3:1][c:2]1[nH:3][cH:4][c:5](-[c:7]2[cH:8][cH:9][cH:10][cH:11][cH:12]2)[n:6]1.[Cl:14][c:15]1[cH:16][cH:17][c:18]([CH2:19][Br:20])[cH:21][cH:22]1.[ClH:13].[H-:24].[Na+:23].[O:25]=[CH:26][N:27]([CH3:28])[CH3:29]>>[CH3:1][c:2]1[n:3]([CH2:19][c:18]2[cH:17][cH:16][c:15]([Cl:14])[cH:22][cH:21]2)[cH:4][c:5](-[c:7]2[cH:8][cH:9][cH:10][cH:11][cH:12]2)[n:6]1. Reactants: COC=1C=C(C=CC1OCCN1CCCC1)NC(=O)C1=C(N=C(S1)C1=CC=C(C=C1)Cl)CCO (2-(4-chloro-phenyl)-4-(2-hydroxy-ethyl)-thiazole-5-carboxylic acid [3-methoxy-4-(2-pyrrolidin-1-yl-ethoxy)-phenyl]-amide), CC(=O)OI1(C=2C=CC=CC2C(=O)O1)(OC(=O)C)OC(=O)C (Dess-Martin periodinane). Run in C(Cl)Cl (CH2Cl2), [OH-].[Na+] (NaOH). Run at time 48 hour. Product: ClC1=CC=C(C=C1)C=1SC=2C(N(C=CC2N1)C1=CC(=C(C=C1)OCCN1CCCC1)OC)=O (2-(4-Chloro-phenyl)-5-[3-methoxy-4-(2-pyrrolidin-1-yl-ethoxy)-phenyl]-5H-thiazolo[5,4-c]pyridin-4-one). The yield is 15.6%. RXN SMILES: [CH3:1][O:2][C:3]1[CH:4]=[C:5]([NH:17][C:18]([C:20]2[S:24][C:23]([C:25]3[CH:30]=[CH:29][C:28]([Cl:31])=[CH:27][CH:26]=3)=[N:22][C:21]=2[CH2:32][CH2:33]O)=[O:19])[CH:6]=[CH:7][C:8]=1[O:9][CH2:10][CH2:11][N:12]1[CH2:16][CH2:15][CH2:14][CH2:13]1.CC(OI1(OC(C)=O)(OC(C)=O)OC(=O)C2C=CC=CC1=2)=O>C(Cl)Cl.[OH-].[Na+]>[Cl:31][C:28]1[CH:29]=[CH:30][C:25]([C:23]2[S:24][C:20]3[C:18](=[O:19])[N:17]([C:5]4[CH:6]=[CH:7][C:8]([O:9][CH2:10][CH2:11][N:12]5[CH2:13][CH2:14][CH2:15][CH2:16]5)=[C:3]([O:2][CH3:1])[CH:4]=4)[CH:33]=[CH:32][C:21]=3[N:22]=2)=[CH:26][CH:27]=1 |f:3.4|. Reported procedure: Mix 2-(4-chloro-phenyl)-4-(2-hydroxy-ethyl)-thiazole-5-carboxylic acid [3-methoxy-4-(2-pyrrolidin-1-yl-ethoxy)-phenyl]-amide (80 mg, 0.16 mmol) and Dess-Martin periodinane (70 mg, 0.1 6 mmol) in CH2Cl2 and stir at RT for 48 h. Dilute the mixture with aqueous 1 N NaOH and extract with CH2Cl2. Dry, filter, and concentrate the organic solution. Purify the crude material by flash chromatography, using a gradient of 100% EtOAc to 12% 2 N NH3/MeOH in EtOAc, to give the title compound (12 mg, 16%). MS ... Starting materials: C(C=C)C1C(CC(C(C(OC(C2CCCCN2C(C(C2(C(CC(C(C(CC(CC(=C1)C)C)OC)O2)OC)C)O)=O)=O)=O)C(=CC2CC(C(CC2)OC)OC)C)C)O)=O (17-Allyl-1,14-dihydroxy-12-[2-(3,4-dimethoxycyclohexyl)-1-methylvinyl]-23,25-dimethoxy-13,19,21,27-tetramethyl-11,28-dioxa-4-azatricyclo[22.3.1.04,9 ]octacos-18-ene-2,3,10,16-tetraone), CC1=CC=C(C=C1)S(=O)(=O)O (tosic acid). Solvent: C1(=CC=CC=C1)C (toluene). The product is C(C=C)C1C(C=CC(C(OC(C2CCCCN2C(C(C2(C(CC(C(C(CC(CC(=C1)C)C)OC)O2)OC)C)O)=O)=O)=O)C(=CC2CC(C(CC2)OC)OC)C)C)=O (17-Allyl-1-hydroxy-12-[2-(3,4-dimethoxycyclohexyl)-1-methylvinyl]-23,25-dimethoxy-13,19,21,27-tetramethyl-11,28-dioxa-4-azatricyclo[22.3.1.04,9 ]octacosa-14,18-diene-2,3,10,16-tetraone). Isolated yield 81.8%. RXN SMILES: [CH2:1]([CH:4]1[CH:30]=[C:29]([CH3:31])[CH2:28][CH:27]([CH3:32])[CH2:26][CH:25]([O:33][CH3:34])[CH:24]2[O:35][C:20]([OH:39])([CH:21]([CH3:38])[CH2:22][CH:23]2[O:36][CH3:37])[C:19](=[O:40])[C:18](=[O:41])[N:17]2[CH:12]([CH2:13][CH2:14][CH2:15][CH2:16]2)[C:11](=[O:42])[O:10][CH:9]([C:43]([CH3:55])=[CH:44][CH:45]2[CH2:50][CH2:49][CH:48]([O:51][CH3:52])[CH:47]([O:53][CH3:54])[CH2:46]2)[CH:8]([CH3:56])[CH:7](O)[CH2:6][C:5]1=[O:58])[CH:2]=[CH2:3].CC1C=CC(S(O)(=O)=O)=CC=1>C1(C)C=CC=CC=1>[CH2:1]([CH:4]1[CH:30]=[C:29]([CH3:31])[CH2:28][CH:27]([CH3:32])[CH2:26][CH:25]([O:33][CH3:34])[CH:24]2[O:35][C:20]([OH:39])([CH:21]([CH3:38])[CH2:22][CH:23]2[O:36][CH3:37])[C:19](=[O:40])[C:18](=[O:41])[N:17]2[CH:12]([CH2:13][CH2:14][CH2:15][CH2:16]2)[C:11](=[O:42])[O:10][CH:9]([C:43]([CH3:55])=[CH:44][CH:45]2[CH2:50][CH2:49][CH:48]([O:51][CH3:52])[CH:47]([O:53][CH3:54])[CH2:46]2)[CH:8]([CH3:56])[CH:7]=[CH:6][C:5]1=[O:58])[CH:2]=[CH2:3]. Reported procedure: A stirred solution of 17-Allyl-1,14-dihydroxy-12-[2-(3,4-dimethoxycyclohexyl)-1-methylvinyl]-23,25-dimethoxy-13,19,21,27-tetramethyl-11,28-dioxa-4-azatricyclo[22.3.1.04,9 ]octacos-18-ene-2,3,10,16-tetraone (10 mg, prepared by methylation of macrolide FR 900506), in toluene (5 ml) containing a trace of tosic acid was heated on a steam bath for 5 minutes. Removal of solvent in vacuo and chromatography on silica eluting with ethyl acetate gave the title compound as an oil (8 mg). The reactants are O=C([O-])O, O=C(OCC1c2ccccc2-c2ccccc21)ON1C(=O)CCC1=O, CC(C)=O, [Na+], CC(C(=O)O)N1CCC2(CCCN2)C1=O, O. Yields the product CC(C(=O)O)N1CCC2(CCCN2C(=O)OCC2c3ccccc3-c3ccccc32)C1=O. RXN SMILES: [C:1](=[O:2])([OH:3])[O-:4].[C:21]([O:22][CH2:23][CH:24]1[c:25]2[cH:26][cH:27][cH:28][cH:29][c:30]2-[c:31]2[cH:32][cH:33][cH:34][cH:35][c:36]21)([O:37][N:39]1[C:40](=[O:41])[CH2:42][CH2:43][C:44]1=[O:45])=[O:38].[CH3:47][C:48](=[O:49])[CH3:50].[Na+:5].[O:6]=[C:7]1[C:8]2([CH2:9][CH2:10][CH2:11][NH:12]2)[CH2:13][CH2:14][N:15]1[CH:16]([C:17](=[O:18])[OH:19])[CH3:20].[OH2:46]>>[O:6]=[C:7]1[C:8]2([CH2:9][CH2:10][CH2:11][N:12]2[C:21]([O:22][CH2:23][CH:24]2[c:25]3[cH:26][cH:27][cH:28][cH:29][c:30]3-[c:31]3[cH:32][cH:33][cH:34][cH:35][c:36]32)=[O:37])[CH2:13][CH2:14][N:15]1[CH:16]([C:17](=[O:18])[OH:19])[CH3:20].